From a dataset of the Open Reaction Database (ORD), a public repository of structured organic reaction records. describe an organic reaction: reactants, conditions, products, and yield The reactants are C(C)OC(CN(C=1C=C(C=CC1)CCCC(=O)OCC)CC1=CC=CC=C1)=O ((±)-ethyl 3-[(2-ethoxy-2-oxoethyl)(phenylmethyl)amino]benzenebutanoate), O([Na])C (NaOCH3). Reaction conditions: temperature 80 celsius, time 30 minute. Product: C1(=CC=CC=C1)CN1CC(CC1CC1=CC=CC=C1)=O ((±)-1,5-bis(phenylmethyl)-3-pyrrolidinone). Yield: 14.7%. As a reaction SMILES: C(O[C:4](=[O:28])[CH2:5][N:6]([CH2:21][C:22]1[CH:27]=[CH:26][CH:25]=[CH:24][CH:23]=1)[C:7]1[CH:8]=[C:9]([CH2:13][CH2:14][CH2:15]C(OCC)=O)[CH:10]=[CH:11][CH:12]=1)C.O(C)[Na]>>[C:22]1([CH2:21][N:6]2[CH:7]([CH2:12][C:11]3[CH:10]=[CH:9][CH:13]=[CH:14][CH:15]=3)[CH2:8][C:4](=[O:28])[CH2:5]2)[CH:23]=[CH:24][CH:25]=[CH:26][CH:27]=1. Procedure: Intermediate 21 (0.2 mol) was heated to 80° C. under N2 flow. NaOCH3 (44 g) was added. The mixture was stirred at 80° C. for 30 minutes. The solvent was evaporated and water (170 ml) and HCl (6N, 60 ml) were added. The mixture was stirred and refluxed for 1 hour, then cooled, alkalized and NaOH and extracted with CH2Cl2. The organic layer was separated, washed with water and a saturated NaCl solution, dried, filtered and the solvent was evaporated. The residue was purified by column chromatograp... Starting materials: CC, CCCCCC, O=S(=O)(Cl)c1ccc(Cl)cc1, C#CC(O)(CF)CF, [H-], [Na+], C1CCOC1. Product: C#CC(CF)(CF)OS(=O)(=O)c1ccc(Cl)cc1. As a reaction SMILES: [CH3:22][CH3:23].[CH3:24][CH2:25][CH2:26][CH2:27][CH2:28][CH3:29].[Cl:9][c:10]1[cH:11][cH:12][c:13]([S:16](=[O:17])(=[O:18])[Cl:19])[cH:14][cH:15]1.[F:1][CH2:2][C:3]([C:4]#[CH:5])([OH:6])[CH2:7][F:8].[H-:20].[Na+:21].[O:30]1[CH2:31][CH2:32][CH2:33][CH2:34]1>>[F:1][CH2:2][C:3]([C:4]#[CH:5])([O:6][S:16]([c:13]1[cH:12][cH:11][c:10]([Cl:9])[cH:15][cH:14]1)(=[O:17])=[O:18])[CH2:7][F:8].